The task is: describe an organic reaction: reactants, conditions, products, and yield. This data is from the Open Reaction Database (ORD), a public repository of structured organic reaction records. Starting materials: ClC1=NC=CC(=C1)C1=CC(=NN1C1=CC(=CC=C1)F)C (2-chloro-4-[1-(3-fluorophenyl)-3-methyl-1H-pyrazol-5-yl]pyridine), NCC=1C=NC=CC1 (3-(aminomethyl)pyridine). The solvent is O (water). Run at temperature 190 celsius. Yields the product N1=CC(=CC=C1)CNC1=NC=CC(=C1)C1=CC(=NN1C1=CC(=CC=C1)F)C (2-(3-Pyridylmethylamino)-4-[1-(3-fluorophenyl)-3-methyl-1H-pyrazol-5-yl]pyridine). The yield is 60.0%. RXN SMILES: Cl[C:2]1[CH:7]=[C:6]([C:8]2[N:12]([C:13]3[CH:18]=[CH:17][CH:16]=[C:15]([F:19])[CH:14]=3)[N:11]=[C:10]([CH3:20])[CH:9]=2)[CH:5]=[CH:4][N:3]=1.[NH2:21][CH2:22][C:23]1[CH:24]=[N:25][CH:26]=[CH:27][CH:28]=1>O>[N:25]1[CH:26]=[CH:27][CH:28]=[C:23]([CH2:22][NH:21][C:2]2[CH:7]=[C:6]([C:8]3[N:12]([C:13]4[CH:18]=[CH:17][CH:16]=[C:15]([F:19])[CH:14]=4)[N:11]=[C:10]([CH3:20])[CH:9]=3)[CH:5]=[CH:4][N:3]=2)[CH:24]=1. Procedure: A mixture of 2-chloro-4-[1-(3-fluorophenyl)-3-methyl-1H-pyrazol-5-yl]pyridine (Example 47; 0.48 g, 0.0017 mol) and 3-(aminomethyl)pyridine (10 mL) was heated at 190° C. overnight (about eighteen hours). The reaction mixture was cooled, treated with copious amount of water and extracted with ethyl acetate. The organic layer was washed with brine, dried over magnesium sulfate and filtered. The filtrate was concentrated and the crude was purified by chromatography on silica gel (ethyl acetate/triet... The reactants are OCC1(O)[C@H](O)[C@H](O)[C@H](O)CO1 (Psi), [N-]=[N+]=[N-] (Azide), CO (methanol), ( 1 ). Reagents/catalysts: [Pd] (palladium charcoal). Product: COC1=CC=C(C=C1)CCC(C)N=[N+]=[N-] (4-(p-methoxyphenyl)-2-azido-butane). Reaction SMILES: [N-:1]=[N+:2]=[N-:3].O[CH2:5][C:6]1(O[CH2:14][C@@H:12](O)[C@@H:10](O)[C@H:8]1O)O.[CH3:16][OH:17]>[Pd]>[CH3:16][O:17][C:5]1[CH:14]=[CH:12][C:10]([CH2:5][CH2:6][CH:8]([N:1]=[N+:2]=[N-:3])[CH3:10])=[CH:8][CH:6]=1. Reported procedure: The azide (5) (300 mg) was dissolved in methanol (20 ml) and to it was added palladium charcoal (30 mg) and stirred under hydrogen for 6 hrs at 55 Psi; catalyst was then filtered off, the filtrate was concentrated to give a residue which crystallized from acetone-hexane mixture as needles to give compound having formula (1) (208 mg). Procedure details: To a solution of 4-isobutylbenzaldehyde (5.0 g, 31 mmol) in a mixed solvent of ethanol (25 ml) and pyridine (25 ml) was added hydroxylamine hydrochloride (2.4 g, 34 mmol) with stirring, and the resulting mixture was stirred at room temperature for 18 hours. After evaporating the reaction mixture in vacuo, the residue thus obtained was diluted with ether, poured into water (150 ml) and extracted with ether. The extract was washed successively with 1N hydrochloric acid and a saturated aqueous solu... The reactants are C(C(C)C)C1=CC=C(C=O)C=C1 (4-isobutylbenzaldehyde), C(C)O (ethanol), N1=CC=CC=C1 (pyridine), Cl.NO (hydroxylamine hydrochloride). As a reaction SMILES: [CH2:1]([C:5]1[CH:12]=[CH:11][C:8]([CH:9]=O)=[CH:7][CH:6]=1)[CH:2]([CH3:4])[CH3:3].C(O)C.N1C=CC=CC=1.Cl.[NH2:23][OH:24]>CCOCC.O>[CH2:1]([C:5]1[CH:12]=[CH:11][C:8]([CH:9]=[N:23][OH:24])=[CH:7][CH:6]=1)[CH:2]([CH3:4])[CH3:3] |f:3.4|. The solvent is CCOCC (ether), O (water). The yield is 84.0%. Product: C(C(C)C)C1=CC=C(C=NO)C=C1 (4-Isobutylbenzaldehyde oxime). The reactants are CSC1=CC=C(C=NC2=CC=C(C=C2)S(N)(=O)=O)C=C1 (N-(4-methylthiobenzylidene)-4-sulfamoylaniline), C[Si](C)(C)C#N (trimethylsilyl cyanide). The product is CSC1=CC=C(C=C1)C(C#N)NC1=CC=C(C=C1)S(N)(=O)=O (α-(4-Methylthiophenyl)-α-(4-sulfamoylanilino)acetonitrile), powder. Yield: 100.0%. Reaction SMILES: [CH3:1][S:2][C:3]1[CH:20]=[CH:19][C:6]([CH:7]=[N:8][C:9]2[CH:14]=[CH:13][C:12]([S:15](=[O:18])(=[O:17])[NH2:16])=[CH:11][CH:10]=2)=[CH:5][CH:4]=1.C[Si]([C:25]#[N:26])(C)C>>[CH3:1][S:2][C:3]1[CH:4]=[CH:5][C:6]([CH:7]([NH:8][C:9]2[CH:14]=[CH:13][C:12]([S:15](=[O:17])(=[O:18])[NH2:16])=[CH:11][CH:10]=2)[C:25]#[N:26])=[CH:19][CH:20]=1. Procedure: Following a procedure similar to that described in Example 1(ii), but using N-(4-methylthiobenzylidene)-4-sulfamoylaniline [prepared as described in step (i) above] and trimethylsilyl cyanide as starting materials, the title compound was obtained as a yellow powder (yield 100%). Reactants: ClB(Cl)Cl, O=C([O-])O, CCCC[N+](CCCC)(CCCC)CCCC, ClCCl, COc1ccc(S(=O)(=O)N2c3ccccc3-c3ccc(F)cc3C2C)cc1C, [I-], [Na+], O. The product is Cc1cc(S(=O)(=O)N2c3ccccc3-c3ccc(F)cc3C2C)ccc1O. Reaction SMILES: [B:29]([Cl:30])([Cl:31])[Cl:32].[C:36](=[O:37])([OH:38])[O-:39].[CH2:42]([N+:43]([CH2:44][CH2:45][CH2:46][CH3:47])([CH2:48][CH2:49][CH2:50][CH3:51])[CH2:52][CH2:53][CH2:54][CH3:55])[CH2:56][CH2:57][CH3:58].[Cl:33][CH2:34][Cl:35].[F:1][c:2]1[cH:3][c:4]2[c:13]([cH:14][cH:15]1)-[c:12]1[c:7]([cH:8][cH:9][cH:10][cH:11]1)[N:6]([S:16](=[O:17])(=[O:18])[c:19]1[cH:20][c:21]([CH3:27])[c:22]([O:25][CH3:26])[cH:23][cH:24]1)[CH:5]2[CH3:28].[I-:41].[Na+:40].[OH2:59]>>[F:1][c:2]1[cH:3][c:4]2[c:13]([cH:14][cH:15]1)-[c:12]1[c:7]([cH:8][cH:9][cH:10][cH:11]1)[N:6]([S:16](=[O:17])(=[O:18])[c:19]1[cH:20][c:21]([CH3:27])[c:22]([OH:25])[cH:23][cH:24]1)[CH:5]2[CH3:28]. Reactants: C(C)(C)[N-]C(C)C.[Li+] (lithium diisopropylamide), CN1N=C(C2=C(C1=O)C=CS2)CC(C)C (5-Methyl-7-(2-methylpropyl)thieno[2,3-d]pyridazin-4(5H)-one), Cl (Hydrochloric acid), C(C1=CC=CC=C1)=O (Benzaldehyde). Solvent: O1CCCC1.CCCCCC (tetrahydrofuran hexane), O1CCCC1 (tetrahydrofuran). Product: OC(C1=CC=CC=C1)C1=CC2=C(C(=NN(C2=O)C)CC(C)C)S1 (2-[-Hydroxy-1-phenylmethyl]-5-methyl-7-(2-methylpropyl)thieno[2,3-d]pyridazin-4(5H)-one). Reaction SMILES: C([N-]C(C)C)(C)C.[Li+].[CH3:9][N:10]1[C:15](=[O:16])[C:14]2[CH:17]=[CH:18][S:19][C:13]=2[C:12]([CH2:20][CH:21]([CH3:23])[CH3:22])=[N:11]1.[CH:24](=[O:31])[C:25]1[CH:30]=[CH:29][CH:28]=[CH:27][CH:26]=1.Cl>O1CCCC1.CCCCCC.O1CCCC1>[OH:31][CH:24]([C:18]1[S:19][C:13]2[C:12]([CH2:20][CH:21]([CH3:23])[CH3:22])=[N:11][N:10]([CH3:9])[C:15](=[O:16])[C:14]=2[CH:17]=1)[C:25]1[CH:30]=[CH:29][CH:28]=[CH:27][CH:26]=1 |f:0.1,5.6|. Reported procedure: A solution of lithium diisopropylamide (13.6 mmol) in tetrahydrofuran/hexane (2:1, 22 ml) was added dropwise to a solution of 5-methyl-7-(2-methylpropyl)thieno[2,3-d]pyridazin-4(5H)-one (example 6 step b, 2.00 g) in tetrahydrofuran (24 ml) at −70° C. under nitrogen. Benzaldehyde (2.00 ml) was added and after 15 minutes, the mixture was warmed to room temperature. 1M Hydrochloric acid (50 ml) was added and the mixture was extracted with ethyl acetate (100 ml). The organic extracts were washed twi... The reactants are CC(C)=O, C=C(CCl)C1C(C(C)OC(=O)OCc2ccccc2)C(=O)N1C(Cc1ccc(OC)cc1)Cc1ccc(OC)cc1, [I-], [Na+]. The product is C=C(CI)C1C(C(C)OC(=O)OCc2ccccc2)C(=O)N1C(Cc1ccc(OC)cc1)Cc1ccc(OC)cc1. Reaction SMILES: [CH3:44][C:45](=[O:46])[CH3:47].[Cl:1][CH2:2][C:3](=[CH2:4])[CH:5]1[CH:6]([CH:29]([CH3:30])[O:31][C:32](=[O:33])[O:34][CH2:35][c:36]2[cH:37][cH:38][cH:39][cH:40][cH:41]2)[C:7](=[O:28])[N:8]1[CH:9]([CH2:10][c:11]1[cH:12][cH:13][c:14]([O:17][CH3:18])[cH:15][cH:16]1)[CH2:19][c:20]1[cH:21][cH:22][c:23]([O:26][CH3:27])[cH:24][cH:25]1.[I-:43].[Na+:42]>>[CH2:2]([C:3](=[CH2:4])[CH:5]1[CH:6]([CH:29]([CH3:30])[O:31][C:32](=[O:33])[O:34][CH2:35][c:36]2[cH:37][cH:38][cH:39][cH:40][cH:41]2)[C:7](=[O:28])[N:8]1[CH:9]([CH2:10][c:11]1[cH:12][cH:13][c:14]([O:17][CH3:18])[cH:15][cH:16]1)[CH2:19][c:20]1[cH:21][cH:22][c:23]([O:26][CH3:27])[cH:24][cH:25]1)[I:43].